Dataset: the Open Reaction Database (ORD), a public repository of structured organic reaction records. Task: describe an organic reaction: reactants, conditions, products, and yield Reactants: CC(C)(C)[Si](C)(C)Cl, CN(C)C=O, Cc1cc(O)ccc1F, c1c[nH]cn1. Yields the product Cc1cc(O[Si](C)(C)C(C)(C)C)ccc1F. RXN SMILES: [C:15]([CH3:16])([CH3:17])([CH3:18])[Si:19]([CH3:20])([CH3:21])[Cl:22].[CH3:23][N:24]([CH3:25])[CH:26]=[O:27].[F:1][c:2]1[c:3]([CH3:9])[cH:4][c:5]([OH:8])[cH:6][cH:7]1.[nH:10]1[cH:11][cH:12][n:13][cH:14]1>>[F:1][c:2]1[c:3]([CH3:9])[cH:4][c:5]([O:8][Si:19]([C:15]([CH3:16])([CH3:17])[CH3:18])([CH3:20])[CH3:21])[cH:6][cH:7]1.